From a dataset of the Open Reaction Database (ORD), a public repository of structured organic reaction records. describe an organic reaction: reactants, conditions, products, and yield The reactants are CCOC(=O)CBr, O=C1CCN(C(=O)C=Cc2cccc(Cl)c2)CCN1, [H-], [K+], [Na+], CN(C)C=O, O=S(=O)([O-])O. Yields the product CCOC(=O)CN1CCN(C(=O)C=Cc2cccc(Cl)c2)CCC1=O. RXN SMILES: [CH2:22]([CH3:23])[O:24][C:25]([CH2:26][Br:27])=[O:28].[Cl:1][c:2]1[cH:3][c:4]([CH:8]=[CH:9][C:10](=[O:11])[N:12]2[CH2:13][CH2:14][NH:15][C:16](=[O:19])[CH2:17][CH2:18]2)[cH:5][cH:6][cH:7]1.[H-:21].[K+:34].[Na+:20].[O:35]=[CH:36][N:37]([CH3:38])[CH3:39].[S:29](=[O:30])(=[O:31])([OH:32])[O-:33]>>[Cl:1][c:2]1[cH:3][c:4]([CH:8]=[CH:9][C:10](=[O:11])[N:12]2[CH2:13][CH2:14][N:15]([CH2:26][C:25]([O:24][CH2:22][CH3:23])=[O:28])[C:16](=[O:19])[CH2:17][CH2:18]2)[cH:5][cH:6][cH:7]1. The reactants are Cc1ccc(N=C=S)c(C)c1, NCCCO, c1ccccc1. Product: Cc1ccc(NC(=S)NCCCO)c(C)c1. Reaction SMILES: [CH3:1][c:2]1[c:3]([N:9]=[C:10]=[S:11])[cH:4][cH:5][c:6]([CH3:8])[cH:7]1.[OH:12][CH2:13][CH2:14][CH2:15][NH2:16].[cH:17]1[cH:18][cH:19][cH:20][cH:21][cH:22]1>>[CH3:1][c:2]1[c:3]([NH:9][C:10](=[S:11])[NH:16][CH2:15][CH2:14][CH2:13][OH:12])[cH:4][cH:5][c:6]([CH3:8])[cH:7]1. Starting materials: C(C)(=O)OC1=C(C(=C(C=C1C)O)C)C (4-acetoxy-2,3,5-trimethylphenol), CC(=C)CCCC(CCCC(CCCC(C)C)C)C (2,6,10,14-tetramethyl-1-pentadecene), C=O (paraformaldehyde), C(CCC)NCCCC (dibutylamine), C(C)(=O)O (acetic acid). Conditions: temperature 170 celsius, time 4 hour. Yields the product CC1=C2C(=C(C(=C1C)OC(=O)C)C)CC[C@@](O2)(C)CCC[C@H](C)CCC[C@H](C)CCCC(C)C (vitamin E acetate). RXN SMILES: [C:1]([O:4][C:5]1[C:10]([CH3:11])=[CH:9][C:8]([OH:12])=[C:7]([CH3:13])[C:6]=1[CH3:14])(=[O:3])[CH3:2].[CH3:15][C:16]([CH2:18][CH2:19][CH2:20][CH:21]([CH3:33])[CH2:22][CH2:23][CH2:24][CH:25]([CH3:32])[CH2:26][CH2:27][CH2:28][CH:29]([CH3:31])[CH3:30])=[CH2:17].C=O.[CH2:36](NCCCC)CCC.C(O)(=O)C>>[CH3:36][C:9]1[C:10]([CH3:11])=[C:5]([O:4][C:1]([CH3:2])=[O:3])[C:6]([CH3:14])=[C:7]2[CH2:13][CH2:17][C@:16]([CH2:18][CH2:19][CH2:20][C@@H:21]([CH2:22][CH2:23][CH2:24][C@@H:25]([CH2:26][CH2:27][CH2:28][CH:29]([CH3:31])[CH3:30])[CH3:32])[CH3:33])([CH3:15])[O:12][C:8]=12. Procedure details: A pressure-proof reaction vessel equipped with a stirrer was charged with 7.0 g (0.036 mole) of 4-acetoxy-2,3,5-trimethylphenol, 50.0 g (0.18 mole) of 2,6,10,14-tetramethyl-1-pentadecene, 1.4 g (0.045 mole) of 80% paraformaldehyde, 0.5 g (0.0036 mole) of dibutylamine and 1.1 g (0.018 mole) of acetic acid, and the mixture was reacted, with stirring, at 170° C. for 4 hours. The reactants are [OH-].[Li+] (lithium hydroxide), COC(C1=CC=C(C=C1)OCCN1C(=C(C2=CC(=CC=C12)C#N)C)C=1C=NC=CC1)=O (4-[2-(5-cyano-3-methyl-2-pyridin-3-yl-indol-1-yl)-ethoxy]-benzoic acid methyl ester), Cl (HCl). The solvent is CO (MeOH). Product: C(#N)C=1C=C2C(=C(N(C2=CC1)CCOC1=CC=C(C(=O)O)C=C1)C=1C=NC=CC1)C (4-[2-(5-cyano-3-methyl-2-pyridin-3-yl-indol-1-yl)-ethoxy]-benzoic acid). As a reaction SMILES: C[O:2][C:3](=[O:31])[C:4]1[CH:9]=[CH:8][C:7]([O:10][CH2:11][CH2:12][N:13]2[C:21]3[C:16](=[CH:17][C:18]([C:22]#[N:23])=[CH:19][CH:20]=3)[C:15]([CH3:24])=[C:14]2[C:25]2[CH:26]=[N:27][CH:28]=[CH:29][CH:30]=2)=[CH:6][CH:5]=1.[OH-].[Li+].Cl>CO>[C:22]([C:18]1[CH:17]=[C:16]2[C:21](=[CH:20][CH:19]=1)[N:13]([CH2:12][CH2:11][O:10][C:7]1[CH:8]=[CH:9][C:4]([C:3]([OH:31])=[O:2])=[CH:5][CH:6]=1)[C:14]([C:25]1[CH:26]=[N:27][CH:28]=[CH:29][CH:30]=1)=[C:15]2[CH3:24])#[N:23] |f:1.2|. Reported procedure: A flask is charged with 4-[2-(5-cyano-3-methyl-2-pyridin-3-yl-indol-1-yl)-ethoxy]-benzoic acid methyl ester (Example 61, 0.150 g, 0.36 mmol) in MeOH (5 mL). Aqueous lithium hydroxide (1 M, 0.912 mL, 0.912 mmol) is added and the mixture is refluxed overnight. The reaction mixture is then acidified to pH 1 using 1 M aqueous HCl solution and the methanol is removed in vacuo. The resulting solution is extracted with ethyl acetate. The organic layer is dried over sodium sulfate, filtered and concentr... Reactants: C(C)(=O)Cl (Acetyl chloride), C(C)(C)(C)OC(=O)N(C1CCC(CC1)N(C(=O)C1=C(C2=C(S1)C(=CC=C2F)F)Cl)CC=2C=C(C=CC2OC)C2=CC(=NC=C2)C(=O)OC)C (Methyl 4-(3-{[[4-(tert-butoxycarbonyl-methyl-amino)-cyclohexyl]-(3-chloro-4,7-difluoro-benzo[b]thiophene-2-carbonyl)-amino]-methyl}-4-methoxy-phenyl)-pyridine-2-carboxylate). Run in CO (MeOH). Run at time 2 hour. Product: ClC=1C2=C(SC1C(=O)N(C1CCC(CC1)NC)CC=1C=C(C=CC1OC)C1=CC(=NC=C1)C(=O)OC)C(=CC=C2F)F (Methyl 4-(3-{[(3-chloro-4,7-difluoro-benzo[b]thiophene-2-carbonyl)-(4-methylamino-cyclohexyl)-amino]-methyl}-4-methoxy-phenyl)-pyridine-2-carboxylate). RXN SMILES: C(Cl)(=O)C.C(O[C:10]([N:12](C)[CH:13]1[CH2:18][CH2:17][CH:16]([N:19]([CH2:34][C:35]2[CH:36]=[C:37]([C:43]3[CH:48]=[CH:47][N:46]=[C:45]([C:49]([O:51][CH3:52])=[O:50])[CH:44]=3)[CH:38]=[CH:39][C:40]=2[O:41][CH3:42])[C:20]([C:22]2[S:26][C:25]3[C:27]([F:32])=[CH:28][CH:29]=[C:30]([F:31])[C:24]=3[C:23]=2[Cl:33])=[O:21])[CH2:15][CH2:14]1)=O)(C)(C)C>CO>[Cl:33][C:23]1[C:24]2[C:30]([F:31])=[CH:29][CH:28]=[C:27]([F:32])[C:25]=2[S:26][C:22]=1[C:20]([N:19]([CH2:34][C:35]1[CH:36]=[C:37]([C:43]2[CH:48]=[CH:47][N:46]=[C:45]([C:49]([O:51][CH3:52])=[O:50])[CH:44]=2)[CH:38]=[CH:39][C:40]=1[O:41][CH3:42])[CH:16]1[CH2:17][CH2:18][CH:13]([NH:12][CH3:10])[CH2:14][CH2:15]1)=[O:21]. Procedure: Acetyl chloride (5 mL) is added to anhydrous MeOH (10 mL) at 0° C. tert-Butyl carbamate 148 (247 mg, 0.35 mmol) is then treated with this solution and stirred 2 h. On removal of the solvents in vacuo, the reaction mixture is dissolved in DCM (25 mL) and extracted into 2 M HCl (4×10 mL). The combined HCl phases are washed with DCM (2×20 mL) then taken to pH 9 by careful addition of solid NaHCO3. The resultant aqueous suspension is then extracted into DCM (3×20 mL), the combined DCM phases dried (... Starting materials: ClC1N(C(C2=CC=CC=C12)=O)C1=NC2=NC(=CC=C2C=C1)Cl (3-chloro-2-(7-chloro-1,8-naphthyridin-2-yl)-1-isoindolinone), OC1N(C(C2=NC=CN=C21)=O)C2=NC1=NC(=CC=C1C=C2)OC (5-hydroxy-6-(7-methoxy-1,8-naphthyridin-2-yl)-7-oxo-6,7-dihydro-5H-pyrrolo[3,4-b]pyrazine), S(=O)(Cl)Cl (sulphinyl chloride). Run in CN(C=O)C (dimethylformamide). The product is ClC1N(C(C2=NC=CN=C21)=O)C2=NC1=NC(=CC=C1C=C2)Cl (5-Chloro-6-(7-chloro-1,8-naphthyridin-2-yl)-7-oxo-6,7-dihydro-5H-pyrrolo[3,4-b]-pyrazine). Reaction SMILES: [Cl:1][CH:2]1[C:10]2[C:5](=CC=CC=2)[C:4](=[O:11])[N:3]1[C:12]1[CH:21]=[CH:20][C:19]2[C:14](=[N:15][C:16]([Cl:22])=[CH:17][CH:18]=2)[N:13]=1.O[CH:24]1[C:32]2C(=NC=C[N:31]=2)C(=O)[N:25]1C1C=CC2C(=NC(OC)=CC=2)N=1.S(Cl)(Cl)=O>CN(C)C=O>[Cl:1][CH:2]1[C:10]2[C:5](=[N:25][CH:24]=[CH:32][N:31]=2)[C:4](=[O:11])[N:3]1[C:12]1[CH:21]=[CH:20][C:19]2[C:14](=[N:15][C:16]([Cl:22])=[CH:17][CH:18]=2)[N:13]=1. Reported procedure: 5-Chloro-6-(7-chloro-1,8-naphthyridin-2-yl)-6,7-dihydro-7-oxo-5H-pyrrolo[3,4-b]pyrazine is prepared in a manner similar to that described in Example 6 for the preparation of 3-chloro-2-(7-chloro-1,8-naphthyridin-2-yl)-1-isoindolinone, but starting with 5-hydroxy-6-(7-methoxy-1,8-naphthyridin-2-yl)-7-oxo-6,7-dihydro-5H-pyrrolo[3,4-b]pyrazine (23.2 g), sulphinyl chloride (300 cc) and dimethylformamide (1 cc). 5-Chloro-6-(7-chloro-1,8-naphthyridin-2-yl)-7-oxo-6,7-dihydro-5H-pyrrolo[3,4-b]-pyrazine ... Starting materials: BrCCCCCc1ccccn1, [Li]C(C)(C)C, C[Si](C)(C)c1cc(C=O)co1, CC(=O)OC(C)=O, CCCCC, C1CCOC1. The product is CC(=O)OC(CCCCCc1ccccn1)c1coc([Si](C)(C)C)c1. As a reaction SMILES: [Br:6][CH2:7][CH2:8][CH2:9][CH2:10][CH2:11][c:12]1[n:13][cH:14][cH:15][cH:16][cH:17]1.[C:1]([Li:2])([CH3:3])([CH3:4])[CH3:5].[CH3:18][Si:19]([c:20]1[cH:21][c:22]([CH:25]=[O:26])[cH:23][o:24]1)([CH3:27])[CH3:28].[CH3:29][C:30](=[O:31])[O:32][C:33](=[O:34])[CH3:35].[CH3:36][CH2:37][CH2:38][CH2:39][CH3:40].[O:41]1[CH2:42][CH2:43][CH2:44][CH2:45]1>>[CH2:7]([CH2:8][CH2:9][CH2:10][CH2:11][c:12]1[n:13][cH:14][cH:15][cH:16][cH:17]1)[CH:25]([c:22]1[cH:21][c:20]([Si:19]([CH3:18])([CH3:27])[CH3:28])[o:24][cH:23]1)[O:26][C:30]([CH3:29])=[O:31]. Yields the product CC(=O)c1ccc2c(c1)CCCC2NC(=O)OC(C)(C)C. Reaction SMILES: [C:1]([CH3:2])([CH3:3])([CH3:4])[O:5][C:6]([NH:7][CH:8]1[CH2:9][CH2:10][CH2:11][c:12]2[cH:13][c:14]([CH:18]([CH3:19])[OH:20])[cH:15][cH:16][c:17]21)=[O:21].[Cl:22][CH2:23][Cl:24].[O:25]=[Mn:26]=[O:27]>>[C:1]([CH3:2])([CH3:3])([CH3:4])[O:5][C:6]([NH:7][CH:8]1[CH2:9][CH2:10][CH2:11][c:12]2[cH:13][c:14]([C:18]([CH3:19])=[O:20])[cH:15][cH:16][c:17]21)=[O:21]. Reactants: CC(O)c1ccc2c(c1)CCCC2NC(=O)OC(C)(C)C, ClCCl, O=[Mn]=O.